This data is from the Open Reaction Database (ORD), a public repository of structured organic reaction records. The task is: describe an organic reaction: reactants, conditions, products, and yield Reactants: [NH4+].[OH-] (NH4OH), BrCC(=O)C1=CNC2=NC=C(C=C21)F (2-bromo-1-(5-fluoro-1H-pyrrolo[2,3-b]pyridin-3-yl)-ethanone), NC(=S)N (thiourea), O (Water). Solvent: C(C)O (ethanol). Run at temperature 70 celsius. Yields the product FC=1C=C2C(=NC1)NC=C2C=2N=C(SC2)N (4-(5-fluoro-1H-pyrrolo[2,3-b]pyridin-3-yl)thiazol-2-amine). Yield: 82.3%. Reaction SMILES: Br[CH2:2][C:3]([C:5]1[C:13]2[C:8](=[N:9][CH:10]=[C:11]([F:14])[CH:12]=2)[NH:7][CH:6]=1)=O.[NH2:15][C:16]([NH2:18])=[S:17].O.[NH4+].[OH-]>C(O)C>[F:14][C:11]1[CH:12]=[C:13]2[C:5]([C:3]3[N:15]=[C:16]([NH2:18])[S:17][CH:2]=3)=[CH:6][NH:7][C:8]2=[N:9][CH:10]=1 |f:3.4|. Procedure details: Aluminum chloride (0.48 g, 3.6 mmol) was added slowly to a stirred solution of 5-fluoro-1H-pyrrolo[2,3-b]pyridine (0.164 g, 1.2 mmol) in CH2Cl2 (5 mL)). Bromoacetyl bromide (0.1 mL, 1.5 mmol) was added and the resulting solution was heated at 50° C. for 1 h and cooled to room temperature. Water (25 mL) was added, the solution was basified with saturated NaHCO3 and the mixture was extracted with EtOAc (3×25 mL). The organic extracts were dried and concentrated under reduced pressure to give 2-bro... The reactants are C(CCCCCCCC=CCCCCCCCC)OC(CN(C)C)COCCCCCCCCC=CCCCCCCCC ((2,3-bis-octadec-9-enyloxypropyl)-dimethylamine), OCCC(CCC(CCC(CCC(CCC(CCOC(CCCCBr)=O)=O)=O)=O)=O)=O (5-Bromopentanoic acid 17-hydroxy-3,6,9,12,15-pentaoxoheptadecyl ester). Solvent: CC(=O)C (acetone). Reaction conditions: temperature 80 celsius, time 24 hour. The product is [Br-].C(CCCCCCCC=CCCCCCCCC)OC(C[N+](C)(C)CCCCC(=O)OCCC(CCC(CCC(CCC(CCC(CCO)=O)=O)=O)=O)=O)COCCCCCCCCC=CCCCCCCCC ((2,3-Bis-octadec-9-enyloxypropyl)-(17-hydroxy-3,6,9,12,15-pentaoxoheptadecyl-oxycarbonylbutyl)-dimethylammonium bromide). The yield is 41.6%. Reaction SMILES: [CH2:1]([O:19][CH:20]([CH2:25][O:26][CH2:27][CH2:28][CH2:29][CH2:30][CH2:31][CH2:32][CH2:33][CH2:34][CH:35]=[CH:36][CH2:37][CH2:38][CH2:39][CH2:40][CH2:41][CH2:42][CH2:43][CH3:44])[CH2:21][N:22]([CH3:24])[CH3:23])[CH2:2][CH2:3][CH2:4][CH2:5][CH2:6][CH2:7][CH2:8][CH:9]=[CH:10][CH2:11][CH2:12][CH2:13][CH2:14][CH2:15][CH2:16][CH2:17][CH3:18].[OH:45][CH2:46][CH2:47][C:48](=[O:75])[CH2:49][CH2:50][C:51](=[O:74])[CH2:52][CH2:53][C:54](=[O:73])[CH2:55][CH2:56][C:57](=[O:72])[CH2:58][CH2:59][C:60](=[O:71])[CH2:61][CH2:62][O:63][C:64](=[O:70])[CH2:65][CH2:66][CH2:67][CH2:68][Br:69]>CC(C)=O>[Br-:69].[CH2:1]([O:19][CH:20]([CH2:25][O:26][CH2:27][CH2:28][CH2:29][CH2:30][CH2:31][CH2:32][CH2:33][CH2:34][CH:35]=[CH:36][CH2:37][CH2:38][CH2:39][CH2:40][CH2:41][CH2:42][CH2:43][CH3:44])[CH2:21][N+:22]([CH2:68][CH2:67][CH2:66][CH2:65][C:64]([O:63][CH2:62][CH2:61][C:60](=[O:71])[CH2:59][CH2:58][C:57](=[O:72])[CH2:56][CH2:55][C:54](=[O:73])[CH2:53][CH2:52][C:51](=[O:74])[CH2:50][CH2:49][C:48](=[O:75])[CH2:47][CH2:46][OH:45])=[O:70])([CH3:24])[CH3:23])[CH2:2][CH2:3][CH2:4][CH2:5][CH2:6][CH2:7][CH2:8][CH:9]=[CH:10][CH2:11][CH2:12][CH2:13][CH2:14][CH2:15][CH2:16][CH2:17][CH3:18] |f:3.4|. Procedure details: A mixture of 4 (395 mg, 0.64 mmol) and 8 (330 mg, 0.74 mmol) in acetone (5 ml) was stirred in a sealed-tube at RT for 24 h and than at 80° C. for another 24 h. After cooling, the solvent was evaporated in vacuo. Purification by flash chromatography on silica (gradient; 5% to 10% methanol in dichloromethane) gave ME52 as an orange oil (300 mg, 47%). The reactants are CN(C)C=O, O=C(O)CCC(F)(F)Cl, O=S(Cl)Cl. Yields the product O=C(Cl)CCC(F)(F)Cl. RXN SMILES: [CH3:14][N:15]([CH3:16])[CH:17]=[O:18].[Cl:1][C:2]([CH2:3][CH2:4][C:5](=[O:6])[OH:7])([F:8])[F:9].[S:10]([Cl:11])([Cl:12])=[O:13]>>[Cl:1][C:2]([CH2:3][CH2:4][C:5](=[O:6])[Cl:12])([F:8])[F:9]. The reactants are Cl (HCl), C1(=NC=CC2=C1CCC2)NC(OC(C)(C)C)=O (tert-butyl N-(6,7-dihydro-5H-cyclopenta[c]pyridin-1-yl)carbamate). Run in C(Cl)Cl (DCM), C(Cl)Cl (DCM). Run at time 1.5 hour. The product is Cl.C1(=NC=CC2=C1CCC2)N (6,7-dihydro-5H-cyclopenta[c]pyridin-1-amine hydrochloride). Yield: 96.0%. Reaction SMILES: [ClH:1].[C:2]1([NH:11]C(=O)OC(C)(C)C)[C:7]2[CH2:8][CH2:9][CH2:10][C:6]=2[CH:5]=[CH:4][N:3]=1>C(Cl)Cl>[ClH:1].[C:2]1([NH2:11])[C:7]2[CH2:8][CH2:9][CH2:10][C:6]=2[CH:5]=[CH:4][N:3]=1 |f:3.4|. Procedure details: Anhydrous 1M HCl in DCM (20 mL) was added slowly to the title compound of step 3 (570 mg, 2.43 mmol) in DCM (10 mL) at 0° C. After stirring at rt for 1.5 h, evaporation of the volatile components gave the title compound (400 mg, 96%) as a white solid. 1H NMR (CD3OD, 300 MHz): δ 7.66 (d, J=6.6 Hz, 1H), 6.88 (d, J=6.6 Hz, 1H), 3.04 (t, J=7.8, 7.2 Hz, 2H), 2.86 (t, J=7.8, 7.2 Hz, 2H), 2.17-2.27 (m, 2H). LCMS: 135 (M+1)+ Reactants: [O-]CCC.[Na+] (sodium propoxide), C(CC)O (1-propanol), P(=S)(OCC)(Cl)Cl (O-ethyl dichlorothiophosphate). The solvent is O1CCCC1 (THF), O1CCCC1 (tetrahydrofuran). Yields the product P(=S)(OCC)(OCCC)Cl (O-ethyl O-propyl chlorothiophosphate). The yield is 59.1%. RXN SMILES: [P:1](Cl)([Cl:6])([O:3][CH2:4][CH3:5])=[S:2].[O-:8][CH2:9][CH2:10][CH3:11].[Na+].C(O)CC>O1CCCC1>[P:1]([Cl:6])([O:8][CH2:9][CH2:10][CH3:11])([O:3][CH2:4][CH3:5])=[S:2] |f:1.2|. Procedure: To 30 g (167 mmole) of O-ethyl dichlorothiophosphate in 100 ml of tetrahydrofuran (THF) and cooled to -70° C. was added a solution of sodium propoxide (from 7.4 g of 60% NaH (184 mmole) and 11 g (176 mmole) of 1-propanol) in 50 ml of THF. After warming to room temperature over 2 hours, the THF was removed in vacuo and the residue was partitioned between 50 ml diethyl ether, 50 ml hexanes, and 25 ml cold water. The organic layer was dried over magnesium sulfate, concentrated in vacuo, and distill... Starting materials: CC1=C(C=C(C=C1C)C)O (2,3,5-trimethylphenol), RuCl3.3H2O, C(C)(=O)O (acetic acid). Yields the product CC=1C(C(=C(C(C1)=O)C)C)=O (trimethylbenzoquinone). Isolated yield 51.0%. As a reaction SMILES: [CH3:1][C:2]1[C:7]([CH3:8])=[CH:6][C:5]([CH3:9])=[CH:4][C:3]=1[OH:10].C(O)(=[O:13])C>>[CH3:9][C:5]1[C:6](=[O:13])[C:7]([CH3:8])=[C:2]([CH3:1])[C:3](=[O:10])[CH:4]=1. Reported procedure: 500 mg of 2,3,5-trimethylphenol and 10 mg of RuCl3.3H2O was reacted in 5 ml of acetic acid in the same manner as in Example 1, followed by the same treatment as in Example 1, whereby 100 mg of unreacted starting material and 230 mg (51% yield) of trimethylbenzoquinone was obtained. Reactants: O=C([O-])[O-], CN(C)C=O, COC(=O)C(C)Oc1cc(Cl)ccc1CCl, Cn1nc(-c2ccc(S)cc2)c(Cl)c1OC(F)F, [K+], [K+]. Yields the product COC(=O)C(C)Oc1cc(Cl)ccc1CSc1ccc(-c2nn(C)c(OC(F)F)c2Cl)cc1. As a reaction SMILES: [C:35](=[O:36])([O-:37])[O-:38].[CH3:41][N:42]([CH3:43])[CH:44]=[O:45].[Cl:19][c:20]1[cH:21][cH:22][c:23]([CH2:33][Cl:34])[c:24]([O:25][CH:26]([C:27](=[O:28])[O:29][CH3:30])[CH3:31])[cH:32]1.[Cl:1][c:2]1[c:3](-[c:12]2[cH:13][cH:14][c:15]([SH:18])[cH:16][cH:17]2)[n:4][n:5]([CH3:11])[c:6]1[O:7][CH:8]([F:9])[F:10].[K+:39].[K+:40]>>[Cl:1][c:2]1[c:3](-[c:12]2[cH:13][cH:14][c:15]([S:18][CH2:33][c:23]3[cH:22][cH:21][c:20]([Cl:19])[cH:32][c:24]3[O:25][CH:26]([C:27](=[O:28])[O:29][CH3:30])[CH3:31])[cH:16][cH:17]2)[n:4][n:5]([CH3:11])[c:6]1[O:7][CH:8]([F:9])[F:10].